Dataset: the Open Reaction Database (ORD), a public repository of structured organic reaction records. Task: describe an organic reaction: reactants, conditions, products, and yield Starting materials: Cn1c(=O)c(Br)cc2cn[nH]c21, O=C([O-])[O-], CC(=O)O, C1CCOC1, CC(C)I, [K+], [K+], O. Yields the product CC(C)n1ncc2cc(Br)c(=O)n(C)c21. Reaction SMILES: [Br:5][c:6]1[cH:7][c:8]2[c:9]([n:10]([CH3:13])[c:11]1=[O:12])[nH:14][n:15][cH:16]2.[C:17](=[O:18])([O-:19])[O-:20].[C:1]([OH:2])(=[O:3])[CH3:4].[CH2:28]1[O:29][CH2:30][CH2:31][CH2:32]1.[I:23][CH:24]([CH3:25])[CH3:26].[K+:21].[K+:22].[OH2:27]>>[Br:5][c:6]1[cH:7][c:8]2[c:9]([n:10]([CH3:13])[c:11]1=[O:12])[n:14]([CH:24]([CH3:25])[CH3:26])[n:15][cH:16]2. Reactants: CC(=O)NC(CS)C(=O)O, CC(C)Cc1ccc(C(C)C(=O)Cl)cc1. Yields the product CC(=O)NC(CSC(=O)C(C)c1ccc(CC(C)C)cc1)C(=O)O. RXN SMILES: [C:1]([CH3:2])(=[O:3])[NH:4][CH:5]([CH2:6][SH:7])[C:8](=[O:9])[OH:10].[CH2:11]([CH:12]([CH3:13])[CH3:14])[c:15]1[cH:16][cH:17][c:18]([CH:21]([C:22](=[O:23])[Cl:24])[CH3:25])[cH:19][cH:20]1>>[C:1]([CH3:2])(=[O:3])[NH:4][CH:5]([CH2:6][S:7][C:22]([CH:21]([c:18]1[cH:17][cH:16][c:15]([CH2:11][CH:12]([CH3:13])[CH3:14])[cH:20][cH:19]1)[CH3:25])=[O:23])[C:8](=[O:9])[OH:10].